From a dataset of the Open Reaction Database (ORD), a public repository of structured organic reaction records. describe an organic reaction: reactants, conditions, products, and yield The reactants are O=C(NC(CN(c1ccccc1)c1ccccc1)C(=O)O)OCc1ccccc1, CO, O=S(Cl)Cl. The product is COC(=O)C(CN(c1ccccc1)c1ccccc1)NC(=O)OCc1ccccc1. RXN SMILES: [CH2:5]([c:6]1[cH:7][cH:8][cH:9][cH:10][cH:11]1)[O:12][C:13](=[O:14])[NH:15][CH:16]([C:17](=[O:18])[OH:19])[CH2:20][N:21]([c:22]1[cH:23][cH:24][cH:25][cH:26][cH:27]1)[c:28]1[cH:29][cH:30][cH:31][cH:32][cH:33]1.[CH3:34][OH:35].[S:1]([Cl:2])([Cl:3])=[O:4]>>[CH2:5]([c:6]1[cH:7][cH:8][cH:9][cH:10][cH:11]1)[O:12][C:13](=[O:14])[NH:15][CH:16]([C:17](=[O:18])[O:19][CH3:34])[CH2:20][N:21]([c:22]1[cH:23][cH:24][cH:25][cH:26][cH:27]1)[c:28]1[cH:29][cH:30][cH:31][cH:32][cH:33]1.